This data is from the Open Reaction Database (ORD), a public repository of structured organic reaction records. The task is: describe an organic reaction: reactants, conditions, products, and yield The reactants are CCOC(=O)c1ccc2c(c1)CC(C)(C)C(c1cccc(-c3ccc(OC(C)C)cc3)c1)N2, CO, Cl, [Li+], C1CCOC1, [OH-], O, O. The product is CC(C)Oc1ccc(-c2cccc(C3Nc4ccc(C(=O)O)cc4CC3(C)C)c2)cc1. RXN SMILES: [CH2:1]([CH3:2])[O:3][C:4](=[O:5])[c:6]1[cH:7][c:8]2[c:13]([cH:14][cH:15]1)[NH:12][CH:11]([c:16]1[cH:17][c:18](-[c:22]3[cH:23][cH:24][c:25]([O:28][CH:29]([CH3:30])[CH3:31])[cH:26][cH:27]3)[cH:19][cH:20][cH:21]1)[C:10]([CH3:32])([CH3:33])[CH2:9]2.[CH3:38][OH:39].[ClH:37].[Li+:36].[O:40]1[CH2:41][CH2:42][CH2:43][CH2:44]1.[OH-:35].[OH2:34].[OH2:45]>>[O:3]=[C:4]([OH:5])[c:6]1[cH:7][c:8]2[c:13]([cH:14][cH:15]1)[NH:12][CH:11]([c:16]1[cH:17][c:18](-[c:22]3[cH:23][cH:24][c:25]([O:28][CH:29]([CH3:30])[CH3:31])[cH:26][cH:27]3)[cH:19][cH:20][cH:21]1)[C:10]([CH3:32])([CH3:33])[CH2:9]2.